This data is from the Open Reaction Database (ORD), a public repository of structured organic reaction records. The task is: describe an organic reaction: reactants, conditions, products, and yield Reactants: BrCc1ccccc1, CN(C)C=O, COC(=O)c1cc(O)cc(O)c1. Yields the product COC(=O)c1cc(O)cc(Cc2ccccc2)c1. RXN SMILES: [Br:13][CH2:14][c:15]1[cH:16][cH:17][cH:18][cH:19][cH:20]1.[O:21]=[CH:22][N:23]([CH3:24])[CH3:25].[OH:1][c:2]1[cH:3][c:4]([C:5](=[O:6])[O:7][CH3:8])[cH:9][c:10]([OH:12])[cH:11]1>>[c:2]1([CH2:14][c:15]2[cH:16][cH:17][cH:18][cH:19][cH:20]2)[cH:3][c:4]([C:5](=[O:6])[O:7][CH3:8])[cH:9][c:10]([OH:12])[cH:11]1. Reactants: C[Si](C)(C)c1ccc(C=O)cc1, NCCc1ccc(F)cc1. Product: C[Si](C)(C)c1ccc(CNCCc2ccc(F)cc2)cc1. Reaction SMILES: [CH3:1][Si:2]([c:3]1[cH:4][cH:5][c:6]([CH:7]=[O:8])[cH:9][cH:10]1)([CH3:11])[CH3:12].[F:13][c:14]1[cH:15][cH:16][c:17]([CH2:20][CH2:21][NH2:22])[cH:18][cH:19]1>>[CH3:1][Si:2]([c:3]1[cH:4][cH:5][c:6]([CH2:7][NH:22][CH2:21][CH2:20][c:17]2[cH:16][cH:15][c:14]([F:13])[cH:19][cH:18]2)[cH:9][cH:10]1)([CH3:11])[CH3:12]. Reactants: CC1(N2C([C@]([C@H]2CCO1)([N+]#[C-])C(C)(C)O)=O)C ((6R,7R)-2,2-dimethyl-7-(1-hydroxy-1-methylethyl)-7-isocyano-1-aza-3-oxabicyclo[4.2.0]octan-8-one), ( 6R,7S )-isomer, C(CCC)[SnH](CCCC)CCCC (tributyltinhydride), N(=NC(C#N)(C)C)C(C#N)(C)C (azobisisobutyronitrile). Solvent: C1=CC=CC=C1 (benzene). Product: CC1(N2C([C@@H]([C@H]2CCO1)C(C)(C)O)=O)C ((6R,7S)-2,2-dimethyl-7-(1-hydroxy-1-methylethyl)-1-aza-3-oxabicyclo[4,2,0]-octan-8-one). RXN SMILES: [CH3:1][C:2]1([CH3:17])[O:9][CH2:8][CH2:7][C@H:6]2[N:3]1[C:4](=[O:16])[C@@:5]2([C:12]([OH:15])([CH3:14])[CH3:13])[N+]#[C-].C([SnH](CCCC)CCCC)CCC.N(C(C)(C)C#N)=NC(C)(C)C#N>C1C=CC=CC=1>[CH3:1][C:2]1([CH3:17])[O:9][CH2:8][CH2:7][C@H:6]2[N:3]1[C:4](=[O:16])[C@@H:5]2[C:12]([OH:15])([CH3:13])[CH3:14]. Procedure: To a mixture of (6R,7R)-2,2-dimethyl-7-(1-hydroxy-1-methylethyl)-7-isocyano-1-aza-3-oxabicyclo[4.2.0]octan-8-one and its (6R,7S)-isomer (2.5 g) in benzene (75 ml) were added tributyltinhydride (3.07 ml) and azobisisobutyronitrile (170 mg) at ambient temperature and the mixture was refluxed for 30 minutes. The reaction mixture was chromatographed on silica gel (65 g) eluting with a mixture of methylene chloride and acetone (10:1-2:1) to give a crude product, which was purified by silica gel (75 g... The reactants are C(C)(C)(C)OC(=O)NC(SC)=NC(=O)OC(C)(C)C (1,3-Di-(tert-butoxycarbonyl)-2-methyl-isothiourea), O (Water), [H-].[Na+] (sodium hydride), CI (methyl iodide). Solvent: CN(C=O)C (N,N-dimethylformamide). Run at temperature 0 celsius, time 2 hour. Product: C(C)(C)(C)OC(=O)N(C(SC)=NC(=O)OC(C)(C)C)C (1,3-Di-(tert-butoxycarbonyl)-1,2-dimethyl-isothiourea). Reaction SMILES: [C:1]([O:5][C:6]([NH:8][C:9](=[N:12][C:13]([O:15][C:16]([CH3:19])([CH3:18])[CH3:17])=[O:14])[S:10][CH3:11])=[O:7])([CH3:4])([CH3:3])[CH3:2].[H-].[Na+].[CH3:22]I.O>CN(C)C=O>[C:16]([O:15][C:13]([N:12]([CH3:22])[C:9](=[N:8][C:6]([O:5][C:1]([CH3:3])([CH3:4])[CH3:2])=[O:7])[S:10][CH3:11])=[O:14])([CH3:19])([CH3:18])[CH3:17] |f:1.2|. Procedure: 1,3-Di-(tert-butoxycarbonyl)-2-methyl-isothiourea (Japanese Patent Unexamined Publication No. 2-3661) (2.00 g) was dissolved in N,N-dimethylformamide (20 ml), followed by adding thereto 60% sodium hydride (331 mg), and the resulting mixture was stirred at 50° C. for 2 hours. After the mixture was cooled to 0° C., methyl iodide (1.96 g) was added and the resulting mixture was stirred at room temperature for 2 hours. Water was added to the reaction mixture, followed by extraction with ethyl acetat... Reaction SMILES: C[O:2][C:3]1[CH:20]=[CH:19][C:6]2[C:7]([NH:10][CH2:11][CH2:12][N:13]3[CH2:18][CH2:17][O:16][CH2:15][CH2:14]3)=[N:8][O:9][C:5]=2[CH:4]=1.C(=O)([O-])[O-].[Na+].[Na+]>Br>[N:13]1([CH2:12][CH2:11][NH:10][C:7]2[C:6]3[CH:19]=[CH:20][C:3]([OH:2])=[CH:4][C:5]=3[O:9][N:8]=2)[CH2:18][CH2:17][O:16][CH2:15][CH2:14]1 |f:1.2.3|. Solvent: Br (hydrobromic acid). The reactants are COC1=CC2=C(C(=NO2)NCCN2CCOCC2)C=C1 (6-Methoxy-N-[2-(4-morpholinyl)ethyl]-1,2-benzisoxazol-3-amine), C([O-])([O-])=O.[Na+].[Na+] (sodium carbonate). Yields the product N1(CCOCC1)CCNC1=NOC2=C1C=CC(=C2)O (3-[[2-(4-Morpholinyl)ethyl]amino]-1,2-benzisoxazol-6-ol). The yield is 36.3%. Procedure details: 6-Methoxy-N-[2-(4-morpholinyl)ethyl]-1,2-benzisoxazol-3-amine (2.9 g) was dissolved in 48% hydrobromic acid (50 ml) and heated to reflux under nitrogen for 3 hours. The reaction was cooled to room temperature, neutralized with saturated sodium carbonate (Na2CO3) solution, and extracted with EtOAc. The organic phase was dried over MgSO4 and concentrated in vacuo. Flash chromatography (silica gel) eluting with 3:2 acetone/heptane and subsequently titration with DCM/heptane provided the product (1.... Reactants: BrBr (bromine), C(C)(=O)O (acetic acid), C1(CCCC1)OC=1C=C(C=CC1OC)C=1OC(=CC1)C1=NC=CC=C1 (2-(3-Cyclopentyloxy-4-methoxyphenyl)-5-(2-pyridyl)furan). The product is C(C)(=O)OC1=C(OC(=C1)C1=NC=CC=C1)C1=CC(=C(C=C1)OC)OC1CCCC1 (3-Acetoxy-2-(3-cyclopentyloxy-4-methoxyphenyl)-5-(2-pyridyl)furan). The yield is 31.0%. Reaction SMILES: [CH:1]1([O:6][C:7]2[CH:8]=[C:9]([C:15]3[O:16][C:17]([C:20]4[CH:25]=[CH:24][CH:23]=[CH:22][N:21]=4)=[CH:18][CH:19]=3)[CH:10]=[CH:11][C:12]=2[O:13][CH3:14])[CH2:5][CH2:4][CH2:3][CH2:2]1.BrBr.[C:28]([OH:31])(=[O:30])[CH3:29]>>[C:28]([O:31][C:19]1[CH:18]=[C:17]([C:20]2[CH:25]=[CH:24][CH:23]=[CH:22][N:21]=2)[O:16][C:15]=1[C:9]1[CH:10]=[CH:11][C:12]([O:13][CH3:14])=[C:7]([O:6][CH:1]2[CH2:5][CH2:4][CH2:3][CH2:2]2)[CH:8]=1)(=[O:30])[CH3:29]. Reported procedure: A mixture of 2-(3-Cyclopentyloxy-4-methoxyphenyl)-5-(2-pyridyl)furan, (50 mg) from example 2, in acetic acid (2 ml) and bromine were stirred for 15 mins. at room temperature. The reaction mixture was quenched with sodium sulfite extracted with EtOAc dried with sodium sulfate and evaporated in vacuo to afford the unexpected title compound as a beige solid in 31% yield. 1H NMR (300 MHz, CDCl3): δ 1.6 (m, 2H), 1.98-1.8 (m, 6H), 2.3 (s, 3H), 3.88 (s, 3H), 4.82 (m, 1H), 6.91 (dd, 1H), 7.10 (m, 1H), 7...